Dataset: the Open Reaction Database (ORD), a public repository of structured organic reaction records. Task: describe an organic reaction: reactants, conditions, products, and yield The reactants are C(=O)(OC(C)(C)C)N(C1CCC(CC1)N(C(=O)C1=C(C2=C(S1)C=CC=C2)Cl)CC=2C=C(C=CC2OCC)B(O)O)C (3-{[[4-(BOC-methyl-amino)-cyclohexyl]-(3-chloro-benzo[b]thiophene-2-carbonyl)-amino]-methyl}-4-ethoxy-benzene boronic acid), FC(S(=O)(=O)OC1=CC(=NC(=C1)C)C)(F)F (2,6-Dimethyl-pyridin-4-yl trifluoromethanesulfonate). The product is Cl.Cl.CC1=NC(=CC(=C1)C=1C=CC(=C(CN(C(=O)C2=C(C3=C(S2)C=CC=C3)Cl)C3CCC(CC3)NC)C1)OCC)C (3-Chloro-benzo[b]thiophene-2-carboxylic acid [5-(2,6-dimethyl-pyridin-4-yl)-2-ethoxy-benzyl]-(4-methylamino-cyclohexyl)-amide dihydrochloride). Reaction SMILES: [C:1]([N:8](C)[CH:9]1[CH2:14][CH2:13][CH:12]([N:15]([CH2:28][C:29]2[CH:30]=[C:31](B(O)O)[CH:32]=[CH:33][C:34]=2[O:35][CH2:36][CH3:37])[C:16]([C:18]2[S:22][C:21]3[CH:23]=[CH:24][CH:25]=[CH:26][C:20]=3[C:19]=2[Cl:27])=[O:17])[CH2:11][CH2:10]1)(OC(C)(C)C)=O.FC(F)(F)S(O[C:48]1[CH:53]=[C:52]([CH3:54])[N:51]=[C:50]([CH3:55])[CH:49]=1)(=O)=O>>[ClH:27].[ClH:27].[CH3:55][C:50]1[CH:49]=[C:48]([C:31]2[CH:32]=[CH:33][C:34]([O:35][CH2:36][CH3:37])=[C:29]([CH:30]=2)[CH2:28][N:15]([CH:12]2[CH2:13][CH2:14][CH:9]([NH:8][CH3:1])[CH2:10][CH2:11]2)[C:16]([C:18]2[S:22][C:21]3[CH:23]=[CH:24][CH:25]=[CH:26][C:20]=3[C:19]=2[Cl:27])=[O:17])[CH:53]=[C:52]([CH3:54])[N:51]=1 |f:2.3.4|. Procedure: The title compound was prepared from boronic acid (12) (25 mg, 42 μmol) and 2,6-dimethylpyridin-4-yl trifluoromethanesulphonate (91) (8.8 mg, 40 μmol) in accordance with Method L2. Reported procedure: Methyl 4-[1-({[1-(3,4-dichlorobenzyl)-2,3-dihydro-1H-indol-7-yl]carbonyl}amino)cyclopropyl]benzoate (57 mg, 0.12 mmol) was dissolved in EtOH (0.54 ml). 2M KOH (0.075 ml, 0.13 mmol) was added and the mixture stirred at 80° C. for 2 h. The mixture was cooled and the solvents removed. 1H NMR (500 MHz, DMSO-d6): δ 9.05 (s, 1H), 7.65 (d, 2H), 7.55 (m, 2H), 7.25 (d, 1H), 7.15 (t, 2H), 7.00 (d, 2H), 6.65 (t, 1H), 4.30 (s, 2H), 3.25 (2H), 2.95 (t, 2H), 1.10 (2H), 0.95 (m, 2H). MS+ESI (480.8). The product is ClC=1C=C(CN2CCC3=CC=CC(=C23)C(=O)NC2(CC2)C2=CC=C(C(=O)[O-])C=C2)C=CC1Cl.[K+] (Potassium 4-[1-({[1-(3,4-dichlorobenzyl)-2,3-dihydro-1H-indol-7-yl]carbonyl}amino)cyclopropyl]benzoate). Run in CCO (EtOH). Starting materials: ClC=1C=C(CN2CCC3=CC=CC(=C23)C(=O)NC2(CC2)C2=CC=C(C(=O)OC)C=C2)C=CC1Cl (Methyl 4-[1-({[1-(3,4-dichlorobenzyl)-2,3-dihydro-1H-indol-7-yl]carbonyl}amino)cyclopropyl]benzoate), [OH-].[K+] (KOH). Conditions: temperature 80 celsius, time 2 hour. As a reaction SMILES: [Cl:1][C:2]1[CH:3]=[C:4]([CH:31]=[CH:32][C:33]=1[Cl:34])[CH2:5][N:6]1[C:14]2[C:9](=[CH:10][CH:11]=[CH:12][C:13]=2[C:15]([NH:17][C:18]2([C:21]3[CH:30]=[CH:29][C:24]([C:25]([O:27]C)=[O:26])=[CH:23][CH:22]=3)[CH2:20][CH2:19]2)=[O:16])[CH2:8][CH2:7]1.[OH-].[K+:36]>CCO>[Cl:1][C:2]1[CH:3]=[C:4]([CH:31]=[CH:32][C:33]=1[Cl:34])[CH2:5][N:6]1[C:14]2[C:9](=[CH:10][CH:11]=[CH:12][C:13]=2[C:15]([NH:17][C:18]2([C:21]3[CH:30]=[CH:29][C:24]([C:25]([O-:27])=[O:26])=[CH:23][CH:22]=3)[CH2:20][CH2:19]2)=[O:16])[CH2:8][CH2:7]1.[K+:36] |f:1.2,4.5|. The reactants are O=C([O-])[O-], Cn1ncnc1CCl, Cl, [Cs+], [Cs+], Nc1cc(=O)[nH]c2c1cnn2-c1ccccc1, CN(C)C=O. The product is Cn1ncnc1COc1cc(N)c2cnn(-c3ccccc3)c2n1. Reaction SMILES: [C:18](=[O:19])([O-:20])[O-:21].[Cl:25][CH2:26][c:27]1[n:28]([CH3:32])[n:29][cH:30][n:31]1.[ClH:24].[Cs+:22].[Cs+:23].[NH2:1][c:2]1[c:3]2[c:4]([nH:5][c:6](=[O:8])[cH:7]1)[n:9](-[c:12]1[cH:13][cH:14][cH:15][cH:16][cH:17]1)[n:10][cH:11]2.[O:33]=[CH:34][N:35]([CH3:36])[CH3:37]>>[NH2:1][c:2]1[c:3]2[c:4]([n:5][c:6]([O:8][CH2:26][c:27]3[n:28]([CH3:32])[n:29][cH:30][n:31]3)[cH:7]1)[n:9](-[c:12]1[cH:13][cH:14][cH:15][cH:16][cH:17]1)[n:10][cH:11]2. The reactants are C(C)(C)(C)OC(NCCC(C1=CC=CC=C1)NC1=NC(=CC=C1)C1=NN(C2=NC(=NC=C21)NCCN2CCOCC2)COCC[Si](C)(C)C)=O ((3-{6-[6-(2-Morpholin-4-yl-ethylamino)-1-(2-trimethylsilanyl-ethoxymethyl)-1H-pyrazolo[3,4-d]pyrimidin-3-yl]-pyridin-2-ylamino}-3-phenyl-propyl)-carbamic acid tert-butyl ester). Solvent: C(=O)(C(F)(F)F)O (CF3COOH). Product: N1(CCOCC1)CCNC1=NC=C2C(=N1)NN=C2C2=CC=CC(=N2)NC(CCN)C2=CC=CC=C2 (N1-{6-[6-(2-Morpholin-4-yl-ethylamino)-1H-pyrazolo[3,4-d]pyrimidin-3-yl]-pyridin-2-yl}-1-phenyl-propane-1,3-diamine). RXN SMILES: C(OC(=O)[NH:7][CH2:8][CH2:9][CH:10]([NH:17][C:18]1[CH:23]=[CH:22][CH:21]=[C:20]([C:24]2[C:32]3[C:27](=[N:28][C:29]([NH:33][CH2:34][CH2:35][N:36]4[CH2:41][CH2:40][O:39][CH2:38][CH2:37]4)=[N:30][CH:31]=3)[N:26](COCC[Si](C)(C)C)[N:25]=2)[N:19]=1)[C:11]1[CH:16]=[CH:15][CH:14]=[CH:13][CH:12]=1)(C)(C)C>C(O)(C(F)(F)F)=O>[N:36]1([CH2:35][CH2:34][NH:33][C:29]2[N:28]=[C:27]3[NH:26][N:25]=[C:24]([C:20]4[N:19]=[C:18]([NH:17][CH:10]([C:11]5[CH:12]=[CH:13][CH:14]=[CH:15][CH:16]=5)[CH2:9][CH2:8][NH2:7])[CH:23]=[CH:22][CH:21]=4)[C:32]3=[CH:31][N:30]=2)[CH2:41][CH2:40][O:39][CH2:38][CH2:37]1. Procedure: (3-{6-[6-(2-Morpholin-4-yl-ethylamino)-1-(2-trimethylsilanyl-ethoxymethyl)-1H-pyrazolo[3,4-d]pyrimidin-3-yl]-pyridin-2-ylamino}-3-phenyl-propyl)-carbamic acid tert-butyl ester (147 mg, 0.209 mmol) was dissolved in CF3COOH (4 mL). The mixture was heated at reflux for 15 hours. The solvent was removed under reduced pressure. A saturated aqueous solution of NaHCO3 was added to the residue, and then extracted with ethyl acetate (3×15 mL). The combined organic phase was dried over anhydrous Na2SO4, f...